Dataset: the Open Reaction Database (ORD), a public repository of structured organic reaction records. Task: describe an organic reaction: reactants, conditions, products, and yield Reactants: C1(CCCCC1)C=1N=C(SC1)/C=C/C=1C=C(C=CC1)N ((E)-3-[2-[4-(cyclohexyl)-2-thiazolyl]ethenyl]benzeneamine), C1(CC=2C(C(=O)O1)=CC=CC2)=O (homophthalic anhydride). Solvent: C1(=CC=CC=C1)C (toluene). The product is C1(CCCCC1)C=1N=C(SC1)/C=C/C=1C=C(C=CC1)NC(CC1=C(C(=O)O)C=CC=C1)=O ((E)-2-[2-[3-[2-[4-(cyclohexyl)-2-thiazolyl]ethenyl]phenylamino]-2-oxoethyl]benzoic acid). Yield: 93.7%. RXN SMILES: [CH:1]1([C:7]2[N:8]=[C:9](/[CH:12]=[CH:13]/[C:14]3[CH:15]=[C:16]([NH2:20])[CH:17]=[CH:18][CH:19]=3)[S:10][CH:11]=2)[CH2:6][CH2:5][CH2:4][CH2:3][CH2:2]1.[C:21]1(=[O:32])[O:27][C:25](=[O:26])[C:24]2=[CH:28][CH:29]=[CH:30][CH:31]=[C:23]2[CH2:22]1>C1(C)C=CC=CC=1>[CH:1]1([C:7]2[N:8]=[C:9](/[CH:12]=[CH:13]/[C:14]3[CH:15]=[C:16]([NH:20][C:21](=[O:32])[CH2:22][C:23]4[CH:31]=[CH:30][CH:29]=[CH:28][C:24]=4[C:25]([OH:27])=[O:26])[CH:17]=[CH:18][CH:19]=3)[S:10][CH:11]=2)[CH2:6][CH2:5][CH2:4][CH2:3][CH2:2]1. Reported procedure: A solution of 2.8 g of (E)-3-[2-[4-(cyclohexyl)-2-thiazolyl]ethenyl]benzeneamine, 1.78 g of homophthalic anhydride and 30 ml of toluene were heated to reflux for 0.5 hr. Cooling and filtration yielded 4.12 g of (E)-2-[2-[3-[2-[4-(cyclohexyl)-2-thiazolyl]ethenyl]phenylamino]-2-oxoethyl]benzoic acid; m.p. 210°-211° C. from tetrahydrofuran. The reactants are OC=1C=NC2=C3N=CC(=CC3=CC=C2C1)O (3,8-dihydroxy-1,10-phenanthroline), BrCCCC (1-bromobutane), [H-].[Na+] (sodium hydride). Product: C(CCC)OC=1C=NC2=C3N=CC(=CC3=CC=C2C1)OCCCC (3,8-dibutoxy-1,10-phenanthroline). Reaction SMILES: [OH:1][C:2]1[CH:3]=[N:4][C:5]2[C:14]([CH:15]=1)=[CH:13][CH:12]=[C:11]1[C:6]=2[N:7]=[CH:8][C:9]([OH:16])=[CH:10]1.Br[CH2:18][CH2:19][CH2:20][CH3:21].[H-].[Na+]>>[CH2:18]([O:16][C:9]1[CH:8]=[N:7][C:6]2[C:11]([CH:10]=1)=[CH:12][CH:13]=[C:14]1[C:5]=2[N:4]=[CH:3][C:2]([O:1][CH2:3][CH2:2][CH2:15][CH3:14])=[CH:15]1)[CH2:19][CH2:20][CH3:21] |f:2.3|. Procedure: 3,8-dibutoxy-1,10-phenanthroline was synthesized from 3,8-dihydroxy-1,10-phenanthroline hydrobromate and 1-bromobutane using sodium hydride. Reactants: C(C)OC(=O)C1=C(OC=2N=CN=C(C21)O)C2=CC(=CC=C2)[N+](=O)[O-] (4-hydroxy-6-(3-nitrophenyl)furo[2,3-d]pyrimidine-5-carboxylic acid ethyl ester). Solvent: [OH-].[Na+] (sodium hydroxide). Product: OC=1C2=C(N=CN1)OC(=C2C(=O)O)C2=CC(=CC=C2)[N+](=O)[O-] (4-hydroxy-6-(3-nitrophenyl)furo[2,3-d]pyrimidine-5-carboxylic acid). Reaction SMILES: C([O:3][C:4]([C:6]1[C:14]2[C:13]([OH:15])=[N:12][CH:11]=[N:10][C:9]=2[O:8][C:7]=1[C:16]1[CH:21]=[CH:20][CH:19]=[C:18]([N+:22]([O-:24])=[O:23])[CH:17]=1)=[O:5])C>[OH-].[Na+]>[OH:15][C:13]1[C:14]2[C:6]([C:4]([OH:5])=[O:3])=[C:7]([C:16]3[CH:21]=[CH:20][CH:19]=[C:18]([N+:22]([O-:24])=[O:23])[CH:17]=3)[O:8][C:9]=2[N:10]=[CH:11][N:12]=1 |f:1.2|. Procedure details: 0.95 g (3.2 mmols) of 4-hydroxy-6-(3-nitrophenyl)furo[2,3-d]pyrimidine-5-carboxylic acid ethyl ester are place in 30 ml of 5% sodium hydroxide solution and heated for 30 min to 100° C. The reaction mixture is filtered whilst hot and the filtrate cooled to RT. Subsequently, the pH value of the solution is adjusted to 1 with conc. hydrochloric acid, whilst cooling. A brown deposit forms, which is filtered off by suction and dried in a HV. m.p.: >300° C. IR: 3448w, 3237m, 3088w, 1752s, 1734s, 1672s... The reactants are COC(=O)Nc1cnc(N2CCOCC2)cc1-c1ccccc1C, Cc1ccccc1, [Na+], [OH-]. Yields the product CNc1cnc(N2CCOCC2)cc1-c1ccccc1C. As a reaction SMILES: [CH3:1][O:2][C:3]([NH:4][c:5]1[cH:6][n:7][c:8]([N:18]2[CH2:19][CH2:20][O:21][CH2:22][CH2:23]2)[cH:9][c:10]1-[c:11]1[c:12]([CH3:17])[cH:13][cH:14][cH:15][cH:16]1)=[O:24].[CH3:27][c:28]1[cH:29][cH:30][cH:31][cH:32][cH:33]1.[Na+:26].[OH-:25]>>[CH3:3][NH:4][c:5]1[cH:6][n:7][c:8]([N:18]2[CH2:19][CH2:20][O:21][CH2:22][CH2:23]2)[cH:9][c:10]1-[c:11]1[c:12]([CH3:17])[cH:13][cH:14][cH:15][cH:16]1. Starting materials: C(C)(C)(C)OC(=O)N1C(CCCC1)CC(=O)O (2-carboxymethyl-piperidine-1-carboxylic acid tert butyl ester), FC=1C=C(C=CC1)C1=NN=NN1 (5-(3-fluorophenyl)tetrazole), C1(CCCCC1)N=C=NC1CCCCC1 (dicyclohexylcarbodiimide). Product: C(C)(C)(C)OC(=O)N1C(CCCC1)CC=1OC(=NN1)C1=CC(=CC=C1)F ((RS)-2-[5-(3-Fluoro-phenyl)-[1,3,4]oxadiazol-2-ylmethyl]-piperidine-1-carboxylic acid tert butyl ester). As a reaction SMILES: [C:1]([O:5][C:6]([N:8]1[CH2:13][CH2:12][CH2:11][CH2:10][CH:9]1[CH2:14][C:15]([OH:17])=O)=[O:7])([CH3:4])([CH3:3])[CH3:2].[F:18][C:19]1[CH:20]=[C:21]([C:25]2NN=[N:27][N:26]=2)[CH:22]=[CH:23][CH:24]=1.C1(N=C=NC2CCCCC2)CCCCC1>>[C:1]([O:5][C:6]([N:8]1[CH2:13][CH2:12][CH2:11][CH2:10][CH:9]1[CH2:14][C:15]1[O:17][C:25]([C:21]2[CH:22]=[CH:23][CH:24]=[C:19]([F:18])[CH:20]=2)=[N:26][N:27]=1)=[O:7])([CH3:2])([CH3:3])[CH3:4]. Reported procedure: The title compound ((1.28 g) was prepared from 2-carboxymethyl-piperidine-1-carboxylic acid tert butyl ester (1.48 g), 5-(3-fluorophenyl)tetrazole (1.0 g) and dicyclohexylcarbodiimide (1.25 g) according to the method of description 1.